This data is from the Open Reaction Database (ORD), a public repository of structured organic reaction records. The task is: describe an organic reaction: reactants, conditions, products, and yield Reactants: O=C1NC2CCCCC2NC(CNC2CCCCC2NC1)=O (3,14-dioxo-2,5,12,15-tetraazatricyclo[14.4.0.06,11 ]icosane), solution, O (Water). The solvent is O1CCCC1 (tetrahydrofuran). Conditions: time 24 hour. Yields the product C12NCCNC3CCCCC3NCCNC2CCCC1 (2,5,12,15-tetraazatricyclo[14.4.0.06,11 ]-icosane). RXN SMILES: O=[C:2]1[CH2:21][NH:20][CH:19]2[CH:14]([CH2:15][CH2:16][CH2:17][CH2:18]2)[NH:13][CH2:12][C:11](=O)[NH:10][CH:9]2[CH:4]([CH2:5][CH2:6][CH2:7][CH2:8]2)[NH:3]1.O>O1CCCC1>[CH:9]12[CH2:8][CH2:7][CH2:6][CH2:5][CH:4]1[NH:3][CH2:2][CH2:21][NH:20][CH:19]1[CH:14]([CH2:15][CH2:16][CH2:17][CH2:18]1)[NH:13][CH2:12][CH2:11][NH:10]2. Procedure: A 1M solution of BH3 in tetrahydrofuran (265 ml.) was slowly added to 10.2 g. (33.1 mmol.) of compound (A). The solution was boiled for 24 hours. Water was then added dropwise to destroy the excess BH3 and the reaction mixture was brought to dryness. The solid residue was added to 265 ml. of a 6M hydrochloric acid solution and the mixture was refluxed overnight. Hydrochloric acid was eliminated under vacuum. The residue was digested in ethanol, filtered and dissolved in water. Concentrated ammon... The reactants are C(C1=CC=CC=C1)OC=1C=C2C(=CC=NC2=CC1)O (6-benzyloxyquinolin-4-ol), [N+](=O)(O)[O-] (Nitric acid). The solvent is C(CC)(=O)O (propionic acid). Run at temperature 110 celsius. The product is C(C1=CC=CC=C1)OC=1C=C2C(=C(C=NC2=CC1)[N+](=O)[O-])O (6-benzyloxy-3-nitroquinolin-4-ol). RXN SMILES: [CH2:1]([O:8][C:9]1[CH:10]=[C:11]2[C:16](=[CH:17][CH:18]=1)[N:15]=[CH:14][CH:13]=[C:12]2[OH:19])[C:2]1[CH:7]=[CH:6][CH:5]=[CH:4][CH:3]=1.[N+:20]([O-])([OH:22])=[O:21]>C(O)(=O)CC>[CH2:1]([O:8][C:9]1[CH:10]=[C:11]2[C:16](=[CH:17][CH:18]=1)[N:15]=[CH:14][C:13]([N+:20]([O-:22])=[O:21])=[C:12]2[OH:19])[C:2]1[CH:3]=[CH:4][CH:5]=[CH:6][CH:7]=1. Procedure details: A mixture of 6-benzyloxyquinolin-4-ol (65.7 g) and propionic acid (660 mL) was heated at 110° C. with vigorous stirring. Nitric acid (19.2 mL of 16 M) was slowly added over a period of 30 minutes while maintaining the reaction temperature below 120° C. After the addition, the reaction was allowed to cool to ambient temperature. The resulting solid was isolated by filtration, washed sequentially with propionic acid, isopropanol, and diethyl ether. The material was dried in a vacuum dessicator for...